Task: describe an organic reaction: reactants, conditions, products, and yield. Dataset: the Open Reaction Database (ORD), a public repository of structured organic reaction records The reactants are CO (methanol), FC1=CC=C(C=C1)NC(=O)C=1C=NC(=NC1)OCC(=O)O ([5-(4-fluorophenylcarbamoyl)pyrimidin-2-yloxy]acetic acid), C1(=CC=CC=C1)CCO (2-phenyl-ethanol). Run in ClCCl (dichloromethane). The product is C(CC1=CC=CC=C1)OC(COC1=NC=C(C=N1)C(NC1=CC=C(C=C1)F)=O)=O ([5-(4-Fluorophenylcarbamoyl)pyrimidin-2-yloxy]acetic acid phenethyl ester). The yield is 73.0%. As a reaction SMILES: [F:1][C:2]1[CH:7]=[CH:6][C:5]([NH:8][C:9]([C:11]2[CH:12]=[N:13][C:14]([O:17][CH2:18][C:19]([OH:21])=[O:20])=[N:15][CH:16]=2)=[O:10])=[CH:4][CH:3]=1.[C:22]1([CH2:28][CH2:29]O)[CH:27]=[CH:26][CH:25]=[CH:24][CH:23]=1.CO>ClCCl>[CH2:29]([O:20][C:19](=[O:21])[CH2:18][O:17][C:14]1[N:13]=[CH:12][C:11]([C:9](=[O:10])[NH:8][C:5]2[CH:4]=[CH:3][C:2]([F:1])=[CH:7][CH:6]=2)=[CH:16][N:15]=1)[CH2:28][C:22]1[CH:27]=[CH:26][CH:25]=[CH:24][CH:23]=1. Procedure: The titled compound was prepared from [5-(4-fluorophenylcarbamoyl)pyrimidin-2-yloxy]acetic acid using 2-phenyl-ethanol (18 mg, 0.15 mmol) as the coupling partner. Chromatography (1:1 methanol:dichloromethane) through SiO2 yielded 49 mg (73%) of the titled compound. ESI-MS m/z 396 (MH+), 394 (M−H−). Starting materials: CC(C)O, Cl, OC1c2ccccc2Oc2ncccc21. The product is c1ccc2c(c1)Cc1cccnc1O2. As a reaction SMILES: [CH:17]([OH:18])([CH3:19])[CH3:20].[ClH:16].[OH:1][CH:2]1[c:3]2[c:4]([cH:12][cH:13][cH:14][cH:15]2)[O:5][c:6]2[n:7][cH:8][cH:9][cH:10][c:11]21>>[CH2:2]1[c:3]2[c:4]([cH:12][cH:13][cH:14][cH:15]2)[O:5][c:6]2[n:7][cH:8][cH:9][cH:10][c:11]21. Starting materials: CC1=CC=C(C=C1)S(=O)(=O)OC[C@@H]2CO2 ((2S)-(+)-glycidyl tosylate), [H-].[Na+] (sodium hydride), FC1=CC2=C(C(=NO2)C=2C=C(C=CC2)O)C=C1 (3-(6-fluoro-benzo[d]isoxazol-3-yl)-phenol). The solvent is CN(C=O)C (dimethylformamide), CN(C=O)C (dimethylformamide), CN(C=O)C (dimethylformamide). Reaction conditions: time 1 hour. The product is FC1=CC2=C(C(=NO2)C2=CC(=CC=C2)OC[C@H]2OC2)C=C1 ((S)-6-fluoro-3-(3-oxiranylmethoxy-phenyl)-benzo[d]isoxazole). Isolated yield 80.9%. Reaction SMILES: [H-].[Na+].[F:3][C:4]1[CH:19]=[CH:18][C:7]2[C:8]([C:11]3[CH:12]=[C:13]([OH:17])[CH:14]=[CH:15][CH:16]=3)=[N:9][O:10][C:6]=2[CH:5]=1.CC1C=CC(S(O[CH2:31][C@H:32]2[O:34][CH2:33]2)(=O)=O)=CC=1>CN(C)C=O>[F:3][C:4]1[CH:19]=[CH:18][C:7]2[C:8]([C:11]3[CH:16]=[CH:15][CH:14]=[C:13]([O:17][CH2:31][C@@H:32]4[CH2:33][O:34]4)[CH:12]=3)=[N:9][O:10][C:6]=2[CH:5]=1 |f:0.1|. Procedure: To a cold (0° C.) solution of sodium hydride (1.83 g, 45.79 mmol) in dimethylformamide (120 mL) and under a nitrogen atmosphere, add a solution of 3-(6-fluoro-benzo[d]isoxazol-3-yl)-phenol (10 g, 43.63 mmol) in dimethylformamide (50 mL) and stir for 1 hour. Add, dropwise, (2S)-(+)-glycidyl tosylate (10.47 g, 45.87 mmol) dissolved in dimethylformamide (40 mL), over a period of time of 0.5 hours. Let reaction mixture warm to room temperature and stir for 2 days. Quench with water, concentrate and ...